From a dataset of the Open Reaction Database (ORD), a public repository of structured organic reaction records. describe an organic reaction: reactants, conditions, products, and yield Starting materials: CN1N=C(N=C1NCCCOC1=CC(=CC=C1)CN(C)C)N (1-methyl-N5 -[3-[3-[(dimethylamino)methyl]phenoxy]propyl]-1H-1,2,4-triazole-3,5-diamine), ClC(=O)OCC (ethyl chloroformate), CN(C=O)C (dimethylformamide). The solvent is O (water). Reaction conditions: time 12 hour. The product is CN(C)CC=1C=C(OCCCNC2=NC(=NN2C)NC(=O)OCC)C=CC1 (5-[[3-[3-[(Dimethylamino)methyl]phenoxy]propyl]amino]-1-methyl-1H-1,2,4-triazole-3-carbamic acid, ethyl ester). The yield is 84.9%. RXN SMILES: [CH3:1][N:2]1[C:6]([NH:7][CH2:8][CH2:9][CH2:10][O:11][C:12]2[CH:17]=[CH:16][CH:15]=[C:14]([CH2:18][N:19]([CH3:21])[CH3:20])[CH:13]=2)=[N:5][C:4]([NH2:22])=[N:3]1.Cl[C:24]([O:26][CH2:27][CH3:28])=[O:25].CN(C)C=O>O>[CH3:20][N:19]([CH2:18][C:14]1[CH:13]=[C:12]([CH:17]=[CH:16][CH:15]=1)[O:11][CH2:10][CH2:9][CH2:8][NH:7][C:6]1[N:2]([CH3:1])[N:3]=[C:4]([NH:22][C:24]([O:26][CH2:27][CH3:28])=[O:25])[N:5]=1)[CH3:21]. Reported procedure: A mixture of 1-methyl-N5 -[3-[3-[(dimethylamino)methyl]phenoxy]propyl]-1H-1,2,4-triazole-3,5-diamine (2.0 g), ethyl chloroformate (0.72 g) and dimethylformamide (30 ml) was stirred at 25° for 12 h. The suspension was diluted with water (100 ml) and extracted with ethyl acetate. The organic extracts were evaporated to leave the title compound as a pale yellow oil (2.1 g). TLC silica, methanol/0.88 ammonia 80:1, Rf 0.61.NMR (D2O 2.52 t (1H); 2.8-3 m (3H); 5.42 s (2H); 5.6-6 m (6H); 6.48 t (2H); 6.... Starting materials: ClC1=CC(=NC(=C1)Cl)C(=O)OC (methyl 4,6-dichloropicolinate), FC1=CC=C(OC2=CC=C(C=C2)B2OC(C(O2)(C)C)(C)C)C=C1 (2-(4-(4-fluorophenoxy)phenyl)-4,4,5,5-tetramethyl-1,3,2-dioxaborolane), C(=O)([O-])[O-].[Na+].[Na+] (Na2CO3). Reagents/catalysts: C1=CC=C(C=C1)P([C-]2C=CC=C2)C3=CC=CC=C3.C1=CC=C(C=C1)P([C-]2C=CC=C2)C3=CC=CC=C3.Cl[Pd]Cl.[Fe+2] (PdCl2(dppf)). Run in O1CCOCC1 (dioxane). Yields the product ClC1=CC(=NC(=C1)Cl)C(=O)[O-] (4,6-Dichloropicolinate), ClC1=CC(=NC(=C1)C1=CC=C(C=C1)OC1=CC=C(C=C1)F)C(=O)OC (methyl 4-chloro-6-(4-(4-fluorophenoxy)phenyl)picolinate). Reaction SMILES: [Cl:1][C:2]1[CH:7]=[C:6]([Cl:8])[N:5]=[C:4]([C:9]([O:11][CH3:12])=[O:10])[CH:3]=1.[F:13][C:14]1[CH:35]=[CH:34][C:17]([O:18][C:19]2[CH:24]=[CH:23][C:22](B3OC(C)(C)C(C)(C)O3)=[CH:21][CH:20]=2)=[CH:16][CH:15]=1.C([O-])([O-])=O.[Na+].[Na+]>O1CCOCC1.C1C=CC(P(C2C=CC=CC=2)[C-]2C=CC=C2)=CC=1.C1C=CC(P(C2C=CC=CC=2)[C-]2C=CC=C2)=CC=1.Cl[Pd]Cl.[Fe+2]>[Cl:1][C:2]1[CH:7]=[C:6]([Cl:8])[N:5]=[C:4]([C:9]([O-:11])=[O:10])[CH:3]=1.[Cl:1][C:2]1[CH:7]=[C:6]([C:22]2[CH:21]=[CH:20][C:19]([O:18][C:17]3[CH:16]=[CH:15][C:14]([F:13])=[CH:35][CH:34]=3)=[CH:24][CH:23]=2)[N:5]=[C:4]([C:9]([O:11][CH3:12])=[O:10])[CH:3]=1 |f:2.3.4,6.7.8.9|. Procedure: 4,6-Dichloropicolinate was synthesized according to the procedures described in WO 2006/053227. To a solution of the methyl 4,6-dichloropicolinate (2.52 g, 12.2 mmol) in dioxane (100 mL) was added 2-(4-(4-fluorophenoxy)phenyl)-4,4,5,5-tetramethyl-1,3,2-dioxaborolane (3.83 g, 12.2 mmol), 2M aqueous Na2CO3 solution (12.5 mL, 25 mmol) and PdCl2(dppf) (0.502 g, 0.62 mmol). The vessel was heated at reflux under nitrogen overnight. After cooling, the reaction was partitioned between 100 mL EtOAc and 5...